From a dataset of the Open Reaction Database (ORD), a public repository of structured organic reaction records. describe an organic reaction: reactants, conditions, products, and yield Reactants: CO, CCOC(=O)C1(C)Oc2cc(Oc3ccc(C(F)(F)F)cc3Cl)ccc2N(C)C1=O, Cl, [Na+], [OH-]. The product is CN1C(=O)C(C)(C(=O)O)Oc2cc(Oc3ccc(C(F)(F)F)cc3Cl)ccc21. RXN SMILES: [CH3:34][OH:35].[Cl:1][c:2]1[c:3]([O:4][c:5]2[cH:6][c:7]3[c:8]([cH:21][cH:22]2)[N:9]([CH3:20])[C:10](=[O:19])[C:11]([C:13](=[O:14])[O:15][CH2:16][CH3:17])([CH3:18])[O:12]3)[cH:23][cH:24][c:25]([C:27]([F:28])([F:29])[F:30])[cH:26]1.[ClH:33].[Na+:32].[OH-:31]>>[Cl:1][c:2]1[c:3]([O:4][c:5]2[cH:6][c:7]3[c:8]([cH:21][cH:22]2)[N:9]([CH3:20])[C:10](=[O:19])[C:11]([C:13](=[O:14])[OH:15])([CH3:18])[O:12]3)[cH:23][cH:24][c:25]([C:27]([F:28])([F:29])[F:30])[cH:26]1. Reactants: COC(C[C@@H]1COC2=C1C=CC(=C2)O[C@@H]2CCC1=C(C=CC(=C21)F)B2OC(C(O2)(C)C)(C)C)=O ({(S)-6-[(R)-7-fluoro-4-(4,4,5,5-tetramethyl-[1,3,2]dioxaborolan-2-yl)-indan-1-yloxy]-2,3-dihydro-benzofuran-3-yl}-acetic acid methyl ester), BrC1=C(C=C(C=C1C)C1=NOC(=N1)C)C (3-(4-bromo-3,5-dimethyl-phenyl)-5-methyl-[1,2,4]oxadiazole), BrC1=C2CC[C@H](C2=C(C=C1)F)OC1=CC2=C([C@@H](CO2)CC(=O)OC)C=C1 (Methyl 2-((S)-6-((R)-4-bromo-7-fluoro-2,3-dihydro-1H-inden-1-yloxy)-2,3-dihydrobenzofuran-3-yl)acetate). The product is COC(C[C@@H]1COC2=C1C=CC(=C2)O[C@@H]2CCC1=C(C=CC(=C21)F)C2=C(C=C(C=C2C)C2=NOC(=N2)C)C)=O ({(S)-6-[(R)-4-(2,6-Dimethyl-4-(5-methyl-[1,2,4]oxadiazol-3-yl)-phenyl)-7-fluoro-indan-1-yloxy]-2,3-dihydro-benzofuran-3-yl}-acetic acid methyl ester). RXN SMILES: [CH3:1][O:2][C:3](=[O:34])[CH2:4][C@H:5]1[C:9]2[CH:10]=[CH:11][C:12]([O:14][C@H:15]3[C:23]4[C:18](=[C:19](B5OC(C)(C)C(C)(C)O5)[CH:20]=[CH:21][C:22]=4[F:24])[CH2:17][CH2:16]3)=[CH:13][C:8]=2[O:7][CH2:6]1.Br[C:36]1[C:41]([CH3:42])=[CH:40][C:39]([C:43]2[N:47]=[C:46]([CH3:48])[O:45][N:44]=2)=[CH:38][C:37]=1[CH3:49].BrC1C=CC(F)=C2C=1CC[C@H]2OC1C=CC2[C@H](CC(OC)=O)COC=2C=1>>[CH3:1][O:2][C:3](=[O:34])[CH2:4][C@H:5]1[C:9]2[CH:10]=[CH:11][C:12]([O:14][C@H:15]3[C:23]4[C:18](=[C:19]([C:36]5[C:37]([CH3:49])=[CH:38][C:39]([C:43]6[N:47]=[C:46]([CH3:48])[O:45][N:44]=6)=[CH:40][C:41]=5[CH3:42])[CH:20]=[CH:21][C:22]=4[F:24])[CH2:17][CH2:16]3)=[CH:13][C:8]=2[O:7][CH2:6]1. Procedure: The title compound is prepared from {(S)-6-[(R)-7-fluoro-4-(4,4,5,5-tetramethyl-[1,3,2]dioxaborolan-2-yl)-indan-1-yloxy]-2,3-dihydro-benzofuran-3-yl}-acetic acid methyl ester and 3-(4-bromo-3,5-dimethyl-phenyl)-5-methyl-[1,2,4]oxadiazole following a procedure analogous to that described in Step 5 of Intermediate 1. LC (method 11): tR=1.28 min; Mass spectrum (ESI+): m/z=551 [M+Na]+.